From a dataset of the Open Reaction Database (ORD), a public repository of structured organic reaction records. describe an organic reaction: reactants, conditions, products, and yield Reactants: [F-].[Cs+] (cesium fluoride), C(CCC)[Sn](C1=CN=NC=C1)(CCCC)CCCC (4-(tributylstannyl)pyridazine), FC(C1=CC=C(C(=C1)I)O)(F)F (4-trifluoromethyl-6-iodophenol). The reagents and catalysts are C=1C=CC(=CC1)[P](C=2C=CC=CC2)(C=3C=CC=CC3)[Pd]([P](C=4C=CC=CC4)(C=5C=CC=CC5)C=6C=CC=CC6)([P](C=7C=CC=CC7)(C=8C=CC=CC8)C=9C=CC=CC9)[P](C=1C=CC=CC1)(C=1C=CC=CC1)C=1C=CC=CC1 (palladium tetrakis), [Cu]I (copper (I) iodide). Conditions: temperature 47.5 celsius. Yields the product N1=NC=C(C=C1)C1=C(C=CC(=C1)C(F)(F)F)O (2-Pyridazin-4-yl-4-(trifluoromethyl)phenol). The yield is 60.0%. RXN SMILES: [F-].[Cs+].C([Sn](CCCC)(CCCC)[C:8]1[CH:13]=[CH:12][N:11]=[N:10][CH:9]=1)CCC.[F:22][C:23]([F:33])([F:32])[C:24]1[CH:29]=[C:28](I)[C:27]([OH:31])=[CH:26][CH:25]=1>C1C=CC([P]([Pd]([P](C2C=CC=CC=2)(C2C=CC=CC=2)C2C=CC=CC=2)([P](C2C=CC=CC=2)(C2C=CC=CC=2)C2C=CC=CC=2)[P](C2C=CC=CC=2)(C2C=CC=CC=2)C2C=CC=CC=2)(C2C=CC=CC=2)C2C=CC=CC=2)=CC=1.[Cu]I>[N:11]1[CH:12]=[CH:13][C:8]([C:26]2[CH:25]=[C:24]([C:23]([F:33])([F:32])[F:22])[CH:29]=[CH:28][C:27]=2[OH:31])=[CH:9][N:10]=1 |f:0.1,^1:37,39,58,77|. Procedure: Acetonitrile (9 L) was sparged with nitrogen for 2 hours. To the solvent was added cesium fluoride (335.8 g, 2.21 mol), 4-(tributylstannyl)pyridazine (408 g, 1.11 mol), 4-trifluoromethyl-6-iodophenol (318.3 g, 1.11 moles), palladium tetrakis 25 triphenylphosphine (61.31 g, 53.05 mmol) and copper (I) iodide (40 g, 210 mmol) at 20° C. The resulting orange suspension was heated to 45-50° C. for 2 hours. The reaction was cooled and partitioned between TBME (2×5 L) and aqueous hydrochloric acid solut... Starting materials: C(C1=CC=CC=C1)(C1=CC=CC=C1)N1CC(C1)=O (1-benzhydryl-azetidin-3-one), C[Mg+].[Br-] (CH3MgBr), [OH-].[Na+] (NaOH). The solvent is CCOCC (ether). Product: C(C1=CC=CC=C1)(C1=CC=CC=C1)N1CC(C1)(O)C (1-benzhydryl-3-methyl-azetidin-3-ol). RXN SMILES: [CH:1]([N:14]1[CH2:17][C:16](=[O:18])[CH2:15]1)([C:8]1[CH:13]=[CH:12][CH:11]=[CH:10][CH:9]=1)[C:2]1[CH:7]=[CH:6][CH:5]=[CH:4][CH:3]=1.[CH3:19][Mg+].[Br-].[OH-].[Na+]>CCOCC>[CH:1]([N:14]1[CH2:17][C:16]([CH3:19])([OH:18])[CH2:15]1)([C:8]1[CH:13]=[CH:12][CH:11]=[CH:10][CH:9]=1)[C:2]1[CH:3]=[CH:4][CH:5]=[CH:6][CH:7]=1 |f:1.2,3.4|. Reported procedure: To 1-benzhydryl-azetidin-3-one (1.0 g, 4.2 mmol) in ether (100 mL) at 0° C. was added CH3MgBr (1.5 mL, 3M in ether). The mixture was warmed to rt over 1 h and 1N NaOH (3 mL) was added. The organic layer was concentrated providing the title compound (1.1 g). MS (ESI): mass calcd. for C17H19NO, 253.2; m/z found, 254.2 [M+H]+. 1H NMR (CDCl3): 7.42-7.11 (m, 10H), 4.32 (s, 1H), 3.14 (d, J=8.5 Hz, 2H), 2.96 (d, J=8.5 Hz, 2H), 1.43 (s, 3H). Starting materials: CCOc1ccc(C(C)=O)cc1S(N)(=O)=O, C1CCC2=NCCCN2CC1, COc1cc(OC)nc(NC(=O)O)n1, CC#N, Cl, O. The product is CCOc1ccc(C(C)=O)cc1S(=O)(=O)NC(=O)Nc1nc(OC)cc(OC)n1. RXN SMILES: [C:1]([CH3:2])(=[O:3])[c:4]1[cH:5][cH:6][c:7]([O:14][CH2:15][CH3:16])[c:8]([S:10](=[O:11])(=[O:12])[NH2:13])[cH:9]1.[CH2:31]1[CH2:32][CH2:33][C:34]2=[N:39][CH2:38][CH2:37][CH2:36][N:35]2[CH2:40][CH2:41]1.[CH3:17][O:18][c:19]1[n:20][c:21]([NH:27][C:28]([OH:29])=[O:30])[n:22][c:23]([O:25][CH3:26])[cH:24]1.[CH3:43][C:44]#[N:45].[ClH:42].[OH2:46]>>[C:1]([CH3:2])(=[O:3])[c:4]1[cH:5][cH:6][c:7]([O:14][CH2:15][CH3:16])[c:8]([S:10](=[O:11])(=[O:12])[NH:13][C:28]([NH:27][c:21]2[n:20][c:19]([O:18][CH3:17])[cH:24][c:23]([O:25][CH3:26])[n:22]2)=[O:29])[cH:9]1. Yields the product CCCc1c(OCCCCN2C(=O)NC(C)(c3ccc4c(c3)OCCO4)C2=O)ccc2c(C(F)(F)F)cc(=O)oc12. The reactants are CCCc1c(OCCCCBr)ccc2c(C(F)(F)F)cc(=O)oc12, O=C([O-])[O-], CN(C)C=O, [K+], [K+], CC1(c2ccc3c(c2)OCCO3)NC(=O)NC1=O, O. Reaction SMILES: [Br:6][CH2:7][CH2:8][CH2:9][CH2:10][O:11][c:12]1[cH:13][cH:14][c:15]2[c:16]([C:26]([F:27])([F:28])[F:29])[cH:17][c:18](=[O:25])[o:19][c:20]2[c:21]1[CH2:22][CH2:23][CH3:24].[C:30](=[O:31])([O-:32])[O-:33].[CH3:1][N:2]([CH3:3])[CH:4]=[O:5].[K+:34].[K+:35].[O:36]1[c:37]2[c:38]([cH:42][c:43]([C:46]3([CH3:53])[C:47](=[O:52])[NH:48][C:49](=[O:51])[NH:50]3)[cH:44][cH:45]2)[O:39][CH2:40][CH2:41]1.[OH2:54]>>[CH2:7]([CH2:8][CH2:9][CH2:10][O:11][c:12]1[cH:13][cH:14][c:15]2[c:16]([C:26]([F:27])([F:28])[F:29])[cH:17][c:18](=[O:25])[o:19][c:20]2[c:21]1[CH2:22][CH2:23][CH3:24])[N:48]1[C:47](=[O:52])[C:46]([c:43]2[cH:42][c:38]3[c:37]([cH:45][cH:44]2)[O:36][CH2:41][CH2:40][O:39]3)([CH3:53])[NH:50][C:49]1=[O:51]. The solvent is C(C)(C)(C)O ((CH3)3COH), C(C)(C)(C)O (tert-butanol). Yields the product C(C)(=O)C(CCC#N)(CCC#N)CCCCC (3-acetyl-1,5-dicyano-3-pentylpentane). Reported procedure: In a flask, 600 g of 2-octanone (CH3 (CH2)5COCH3), 500 g of tert-butanol ((CH3)3COH) and 30 g of a KOH/CH3OH solution were mixed and then stirred under ice-cooling. To the resulting solution was added dropwise a solution of 375 g of acrylonitrile (CH2 =CHCN) in 400 g of (CH3)3COH while maintaining the temperature at 5° C. or lower. After completion of the addition, the resulting solution was further stirred continuously for 1 hour, after which this reaction solution was made neutral by addition ... RXN SMILES: [CH3:1][C:2](=[O:9])[CH2:3][CH2:4][CH2:5][CH2:6][CH2:7][CH3:8].[OH-].[K+].CO.[C:14](#[N:17])[CH:15]=[CH2:16].Cl>C(O)(C)(C)C>[C:2]([C:3]([CH2:4][CH2:5][CH2:6][CH2:7][CH3:8])([CH2:16][CH2:15][C:14]#[N:17])[CH2:16][CH2:15][C:14]#[N:17])(=[O:9])[CH3:1] |f:1.2.3|. The reactants are Cl (hydrochloric acid), C(C=C)#N (acrylonitrile), CC(CCCCCC)=O (2-octanone), [OH-].[K+].CO (KOH CH3OH). Reaction conditions: temperature 5 celsius. RXN SMILES: [CH2:1]([CH3:2])[O:3][C:4](=[O:5])[c:6]1[n:7][cH:8][cH:9][cH:10][c:11]1[N+:12](=[O:13])[O-:14].[CH3:17][OH:18].[Li+:15].[OH-:16].[OH2:19]>>[O:3]=[C:4]([OH:5])[c:6]1[n:7][cH:8][cH:9][cH:10][c:11]1[N+:12](=[O:13])[O-:14]. Starting materials: CCOC(=O)c1ncccc1[N+](=O)[O-], CO, [Li+], [OH-], O. Product: O=C(O)c1ncccc1[N+](=O)[O-]. The reactants are CCOC(OCC)c1cc2ccncc2o1, O=CO, O. Yields the product O=Cc1cc2ccncc2o1. RXN SMILES: [CH2:1]([O:3][CH:4]([O:2][CH2:14][CH3:15])[c:5]1[cH:6][c:7]2[c:8]([cH:9][n:10][cH:11][cH:12]2)[o:13]1)[CH3:16].[CH:18]([OH:19])=[O:20].[OH2:17]>>[O:3]=[CH:4][c:5]1[cH:6][c:7]2[c:8]([cH:9][n:10][cH:11][cH:12]2)[o:13]1.